From a dataset of the Open Reaction Database (ORD), a public repository of structured organic reaction records. describe an organic reaction: reactants, conditions, products, and yield The reactants are C1(CCCCC1)NCCNC1CCCCC1 (DICEDA), C(CN)N (ethylenediamine), C1(CCCCC1)NCCNC1CCCCC1 (DICEDA), C1(CCCCC1)=O (cyclohexanone), O (water), Schiff bases, C1(CCCCC1)=O (cyclohexanone), C(CN)N (ethylenediamine), C1(CCCCC1)=O (cyclohexanone), C1(CCCCC1)NCCNC1CCCCC1 (N,N'-dicylohexyl ethylenediamine), C(CN)N (ethylenediamine), O (water). The reagents and catalysts are catalyst, [Pt] (platinum). The solvent is glass. Reaction conditions: time 7 hour. The product is C1(CCCCC1)NCCN (N-cyclohexyl ethylenediamine). Yield: 95.0%. Reaction SMILES: C1(=O)CCCCC1.C(N)CN.O.[CH:13]1([NH:19][CH2:20][CH2:21][NH:22]C2CCCCC2)[CH2:18][CH2:17][CH2:16][CH2:15][CH2:14]1>[Pt]>[CH:13]1([NH:19][CH2:20][CH2:21][NH2:22])[CH2:18][CH2:17][CH2:16][CH2:15][CH2:14]1. Reported procedure: To a 850 cc glass liner for a rotating autoclave was charged 12.25 g (0.125 mole) cyclohexanone, 3.7 g of a catalyst consisting of 0.3 weight percent platinum (sulfided) on alpha alumina, and an 80 weight percent solution of ethylenediamine in de-ionized water (37.5 g (0.63 mole) ethylenediamine and 9.37 g (0.52 mole) water). An exotherm was generated immediately associated with the formation of Schiff bases from the reaction of cyclohexanone and ethylenediamine. The liner was placed into a rota... The reactants are N=1C=CN2C1C=CC=C2S (imidazo[1,2-a]pyridine-5-thiol), C(CS)(=O)OCC (ethyl thioglycolate), [O-]CC.[Na+] (sodium ethoxide). The solvent is C(C)O (ethanol). Conditions: time 3 hour. The product is N=1C=C2C=C(SC3=CC=CC1N23)C(=O)OCC (ethyl 5-thia-1,8b-diazaacenaphthylene-4-carboxylate). Yield: 65.0%. Reaction SMILES: [N:1]1[CH:2]=[CH:3][N:4]2[C:9]([SH:10])=[CH:8][CH:7]=[CH:6][C:5]=12.[C:11]([O:15][CH2:16][CH3:17])(=[O:14])[CH2:12]S.[O-][CH2:19]C.[Na+]>C(O)C>[N:1]1[CH:2]=[C:3]2[N:4]3[C:9](=[CH:8][CH:7]=[CH:6][C:5]=13)[S:10][C:12]([C:11]([O:15][CH2:16][CH3:17])=[O:14])=[CH:19]2 |f:2.3|. Reported procedure: A solution of imidazo[1,2-a]pyridine-5-thiol (448 mg), ethyl thioglycolate (0.36 ml), and sodium ethoxide (210 mg) in ethanol (10 ml) was refluxed with stirring for 3 hours. The mixture was then allowed to cool and concentrated. The residue was diluted with ethyl acetate (10 ml) and extracted with 1N-hydrochloric acid. The aqueous layer was neutralized with 1N-NaOH/water and extracted with ethyl acetate, and the organic layer was washed with water and concentrated. The resulting crystals were co...